From a dataset of the Open Reaction Database (ORD), a public repository of structured organic reaction records. describe an organic reaction: reactants, conditions, products, and yield Reactants: FC(C1=CC=C(C(=O)N)C=C1)(F)F (4-trifluoromethylbenzamide), BrCC(=O)C1=CC=C(C(=O)OCC)C=C1 (ethyl 4-bromoacetylbenzoate). Yields the product FC(C1=CC=C(C=C1)C=1OC=C(N1)C1=CC=C(C(=O)OCC)C=C1)(F)F (ethyl 4-[2-(4-trifluoromethylphenyl)-4-oxazolyl]benzoate). The yield is 21.0%. As a reaction SMILES: [F:1][C:2]([F:13])([F:12])[C:3]1[CH:11]=[CH:10][C:6]([C:7]([NH2:9])=[O:8])=[CH:5][CH:4]=1.Br[CH2:15][C:16]([C:18]1[CH:28]=[CH:27][C:21]([C:22]([O:24][CH2:25][CH3:26])=[O:23])=[CH:20][CH:19]=1)=O>>[F:1][C:2]([F:12])([F:13])[C:3]1[CH:11]=[CH:10][C:6]([C:7]2[O:8][CH:15]=[C:16]([C:18]3[CH:28]=[CH:27][C:21]([C:22]([O:24][CH2:25][CH3:26])=[O:23])=[CH:20][CH:19]=3)[N:9]=2)=[CH:5][CH:4]=1. Procedure: In the same manner as in Example 1, 4-trifluoromethylbenzamide was reacted with ethyl 4-bromoacetylbenzoate to obtain ethyl 4-[2-(4-trifluoromethylphenyl)-4-oxazolyl]benzoate. The product was recrystallized from ethanol. Yield: 21%. Pale yellow prisms. Melting Point: 168 to 170° C. The reactants are C(C)(C)(C)[C@@H]1CC[C@H](CC1)OC=1C(=C2C=CC(=CC2=CC1)[C@]1(NC(OC1)=O)C)C1=CC=C(C=C1)OC(F)(F)F ((R)-4-(6-(trans-4-tert-butylcyclohexyloxy)-5-(4-(trifluoromethoxy)phenyl)naphthalen-2-yl)-4-methyloxazolidin-2-one), CS(=O)(=O)C1=CC=C(C=C1)B(O)O (4-methanesulfonyl phenylboronic acid), reagent. Yields the product C(C)(C)(C)[C@@H]1CC[C@H](CC1)OC=1C(=C2C=CC(=CC2=CC1)[C@]1(NC(OC1)=O)C)C1=CC=C(C=C1)S(=O)(=O)C ((R)-4-(6-(trans-4-tert-butylcyclohexyloxy)-5-(4-(methylsulfonyl)phenyl)naphthalen-2-yl)-4-methyloxazolidin-2-one). Isolated yield 86.0%. RXN SMILES: [C:1]([C@H:5]1[CH2:10][CH2:9][C@H:8]([O:11][C:12]2[C:13]([C:29]3[CH:34]=[CH:33][C:32](OC(F)(F)F)=[CH:31][CH:30]=3)=[C:14]3[C:19](=[CH:20][CH:21]=2)[CH:18]=[C:17]([C@:22]2([CH3:28])[CH2:26][O:25][C:24](=[O:27])[NH:23]2)[CH:16]=[CH:15]3)[CH2:7][CH2:6]1)([CH3:4])([CH3:3])[CH3:2].[CH3:40][S:41](C1C=CC(B(O)O)=CC=1)(=[O:43])=[O:42]>>[C:1]([C@H:5]1[CH2:10][CH2:9][C@H:8]([O:11][C:12]2[C:13]([C:29]3[CH:34]=[CH:33][C:32]([S:41]([CH3:40])(=[O:43])=[O:42])=[CH:31][CH:30]=3)=[C:14]3[C:19](=[CH:20][CH:21]=2)[CH:18]=[C:17]([C@:22]2([CH3:28])[CH2:26][O:25][C:24](=[O:27])[NH:23]2)[CH:16]=[CH:15]3)[CH2:7][CH2:6]1)([CH3:4])([CH3:3])[CH3:2]. Reported procedure: (R)-4-(6-(trans-4-tert-butylcyclohexyloxy)-5-(4-(methylsulfonyl)phenyl)naphthalen-2-yl)-4-methyloxazolidin-2-one was synthesized as per (R)-4-(6-(trans-4-tert-butylcyclohexyloxy)-5-(4-(trifluoromethoxy)phenyl)naphthalen-2-yl)-4-methyloxazolidin-2-one (Example 220) in 86% yield using 4-methanesulfonyl phenylboronic acid as the reagent (0.0997 g, 0.000498 mol). Starting materials: C(C1=CC=CC=C1)N1C[C@H](C2(O[C@@H](C[C@H](O2)C)C)CC1)C ((2R,4R,7R)-9-benzyl-2,4,7-trimethyl-1,5-dioxa-9-azaspiro[5.5]undecane), [H][H] (hydrogen). Reagents/catalysts: [OH-].[Pd+2].[OH-] (palladium hydroxide). Solvent: CO (methanol). Reaction conditions: time 5 hour. Product: C[C@H]1OC2(O[C@@H](C1)C)[C@@H](CNCC2)C ((2R,4R,7R)-2,4,7-trimethyl-1,5-dioxa-9-azaspiro[5.5]undecane). Isolated yield 93.6%. RXN SMILES: C([N:8]1[CH2:20][CH2:19][C:11]2([O:16][C@H:15]([CH3:17])[CH2:14][C@@H:13]([CH3:18])[O:12]2)[C@H:10]([CH3:21])[CH2:9]1)C1C=CC=CC=1.[H][H]>CO.[OH-].[Pd+2].[OH-]>[CH3:17][C@@H:15]1[CH2:14][C@@H:13]([CH3:18])[O:12][C:11]2([CH2:19][CH2:20][NH:8][CH2:9][C@H:10]2[CH3:21])[O:16]1 |f:3.4.5|. Procedure: To a solution of (2R,4R,7R)-9-benzyl-2,4,7-trimethyl-1,5-dioxa-9-azaspiro[5.5]undecane (880 mg, 3.04 mmol) from Example 2B in methanol (25 mL) was added palladium hydroxide (82 mg) and the mixture stirred under 1 atmosphere pressure of hydrogen. After 5 h, the mixture was filtered and concentrated to provide 567 mg (94%) of the title compound as an oil. 1H NMR (300 MHz, CDCl3) δ 4.11-3.97 (m, 2H), 2.93-2.71 (m, 3H), 2.61 (dd, 1H, J=12.3, 8.7 Hz), 1.97 (ddd, 1H, J=13.9, 5.6, 3.6 Hz), 1.79-1.70 (m... The reagents and catalysts are [Pd] (Pd—C). Solvent: C(C)O (ethanol). Procedure details: 1.13 g of (2-nitro-benzyl)-phosphonic acid diethyl ester) in ethanol are hydrogenated with Pd—C as a catalyst for 5 hours at rt and ambient pressure. The catalyst is removed by filtration and from the filtrate obtained solvent is evaporated. (2-Amino-benzyl)-phosphonic acid diethyl ester is obtained. Product: C(C)OP(OCC)(=O)CC1=C(C=CC=C1)N ((2-Amino-benzyl)-phosphonic acid diethyl ester). Starting materials: C(C)OP(OCC)(=O)CC1=C(C=CC=C1)[N+](=O)[O-] ((2-nitro-benzyl)-phosphonic acid diethyl ester). RXN SMILES: [CH2:1]([O:3][P:4]([CH2:9][C:10]1[CH:15]=[CH:14][CH:13]=[CH:12][C:11]=1[N+:16]([O-])=O)(=[O:8])[O:5][CH2:6][CH3:7])[CH3:2]>C(O)C.[Pd]>[CH2:6]([O:5][P:4]([CH2:9][C:10]1[CH:15]=[CH:14][CH:13]=[CH:12][C:11]=1[NH2:16])(=[O:8])[O:3][CH2:1][CH3:2])[CH3:7]. Starting materials: BrC=1C=C2C(=NC1)N(C=C2)[Si](C)(C)C(C)(C)C (5-Bromo-1-(tert-butyl-dimethyl-silanyl)-1H-pyrrolo[2,3-b]pyridine), solution, Cl (HCl). Run in CO (MeOH), CO (MeOH). The product is BrC=1C=C2C(=NC1)NC=C2 (5-Bromo-1H-pyrrolo[2,3-b]pyridine). Yield: 92.3%. As a reaction SMILES: [Br:1][C:2]1[CH:3]=[C:4]2[CH:10]=[CH:9][N:8]([Si](C(C)(C)C)(C)C)[C:5]2=[N:6][CH:7]=1.Cl>CO>[Br:1][C:2]1[CH:3]=[C:4]2[CH:10]=[CH:9][NH:8][C:5]2=[N:6][CH:7]=1. Procedure details: To a stirred solution of the TBS derivative 26 (1.01 g, 3.3 mmol) in MeOH (10 mL) was added a 10% solution of HCl in MeOH (7 mL). After 8 min the solvents were evaporated and the residue was partitioned between AcOEt and saturated aqueous NaHCO3. The aqueous layer was extracted with AcOEt (3×). The combined organic solutions were dried (MgSO4), concentrated and purified by PTLC with CH2Cl2:MeOH=95:5 as eluent to afford the bromo derivative 27 (0.60 g, 94%). 1H NMR (400 MHz; CDCl3) δ 6.47 (dd, J=... Starting materials: BrC1=CC(=C(S1)C1=C(N=C2N1N=C(C=C2C(CC)CC)C)C)C (3-(5-bromo-3-methyl-thiophen-2-yl)-8-(1-ethyl-propyl)-2,6-dimethyl-imidazo[1,2-b]pyridazine), C1CCOC1 (THF), C(CCC)[Li] (n-Bu-Li), CON(C(C1=CC=CC=C1)=O)C (N-methoxy-N-methyl-benzamide). Run in CCOC(=O)C (EtOAc). Conditions: time 8 hour. The product is C(C)C(CC)C=1C=2N(N=C(C1)C)C(=C(N2)C)C2=C(C=C(S2)C(=O)C2=CC=CC=C2)C ({5-[8-(1-ethyl-propyl)-2,6-dimethyl-imidazo[1,2-b]pyridazin-3-yl]-4-methyl-thiophen-2-yl}-phenyl-methanone). The yield is 21.1%. RXN SMILES: Br[C:2]1[S:6][C:5]([C:7]2[N:11]3[N:12]=[C:13]([CH3:21])[CH:14]=[C:15]([CH:16]([CH2:19][CH3:20])[CH2:17][CH3:18])[C:10]3=[N:9][C:8]=2[CH3:22])=[C:4]([CH3:23])[CH:3]=1.C1COCC1.C([Li])CCC.CON(C)[C:37](=[O:44])[C:38]1[CH:43]=[CH:42][CH:41]=[CH:40][CH:39]=1>CCOC(C)=O>[CH2:17]([CH:16]([C:15]1[C:10]2[N:11]([C:7]([C:5]3[S:6][C:2]([C:37]([C:38]4[CH:43]=[CH:42][CH:41]=[CH:40][CH:39]=4)=[O:44])=[CH:3][C:4]=3[CH3:23])=[C:8]([CH3:22])[N:9]=2)[N:12]=[C:13]([CH3:21])[CH:14]=1)[CH2:19][CH3:20])[CH3:18]. Procedure: To a −78° C. solution of 3-(5-bromo-3-methyl-thiophen-2-yl)-8-(1-ethyl-propyl)-2,6-dimethyl-imidazo[1,2-b]pyridazine (0.30 g, 0.76 mmol) and THF (5 mL) is added 1.30 M n-Bu-Li (0.50 mL, 0.80 mmol). After 30 minutes N-methoxy-N-methyl-benzamide (0.13 mL, 0.84 mmol) is added, the solution is warmed to ambient temperature, and stirred overnight. The solution is diluted with EtOAc (20 mL), washed with sat. NH4Cl (15 mL), water (15 mL), brine (15 mL), dried over MgSO4, filtered and concentrated. The ... Reported procedure: 0.82 cm3 of butyryl chloride is added to 2.1 g of 6-bromo-4,5,7-trifluoro-1H-indazole-3-amine, prepared previously, in 20 cm3 of pyridine, after cooling to about 3° C., and the mixture is then left at room temperature for 76 hours. The reaction medium is concentrated under reduced pressure (2 kPa; 40° C.) and the residue is taken up in 100 cm3 of ethyl acetate, 100 cm3 of tetrahydrofuran and 40 cm3 of water. The organic phase is washed with 2×40 cm3 of distilled water and then with 40 cm3 of sat... Starting materials: C(CCC)(=O)Cl (butyryl chloride), BrC1=C(C(=C2C(=NNC2=C1F)N)F)F (6-bromo-4,5,7-trifluoro-1H-indazole-3-amine). Reaction SMILES: [C:1](Cl)(=[O:5])[CH2:2][CH2:3][CH3:4].[Br:7][C:8]1[C:16]([F:17])=[C:15]2[C:11]([C:12]([NH2:18])=[N:13][NH:14]2)=[C:10]([F:19])[C:9]=1[F:20]>N1C=CC=CC=1>[Br:7][C:8]1[C:16]([F:17])=[C:15]2[C:11]([C:12]([NH:18][C:1](=[O:5])[CH2:2][CH2:3][CH3:4])=[N:13][NH:14]2)=[C:10]([F:19])[C:9]=1[F:20]. The product is BrC1=C(C(=C2C(=NNC2=C1F)NC(CCC)=O)F)F (N-(6-bromo-4,5,7-trifluoro-1H-indazol-3-yl)butanamide). The solvent is N1=CC=CC=C1 (pyridine). Run at temperature 3 celsius, time 76 hour. The reactants are [F-], O=C(C(F)(F)F)C(F)(F)F, [K+]. The product is [O-]C(F)(C(F)(F)F)C(F)(F)F, [K+]. RXN SMILES: [F-:11].[F:1][C:2]([F:3])([F:4])[C:5](=[O:6])[C:7]([F:8])([F:9])[F:10].[K+:12]>>[F:1][C:2]([F:3])([F:4])[C:5]([O-:6])([C:7]([F:8])([F:9])[F:10])[F:11].[K+:12].